Dataset: the Open Reaction Database (ORD), a public repository of structured organic reaction records. Task: describe an organic reaction: reactants, conditions, products, and yield Procedure: The title compound (353 mg, 86% yield, white crystals) was prepared from cis/trans-4-tert-butyl-cyclohexanecarboxylic acid (4-hydroxy-phenyl)-amide (275 mg, 1.00 mmol) and 1-methyl-3-(methyl-phenyl-carbamoyl)-3H-imidazol-1-ium iodide (343 mg, 1.00 mmol). HPLC-MS m/z=409 (M+1); Rt=5.28 and 5.42 min. Starting materials: OC1=CC=C(C=C1)NC(=O)[C@@H]1CC[C@H](CC1)C(C)(C)C (trans-4-tert-butyl-cyclohexanecarboxylic acid (4-hydroxy-phenyl)-amide), [I-].C[N+]1=CN(C=C1)C(N(C1=CC=CC=C1)C)=O (1-methyl-3-(methyl-phenyl-carbamoyl)-3H-imidazol-1-ium iodide). The yield is 86.4%. Yields the product C(C)(C)(C)[C@@H]1CC[C@H](CC1)C(=O)NC1=CC=C(C=C1)OC(N(C1=CC=CC=C1)C)=O (trans-Methyl-phenyl-carbamic acid 4-[(4-tert-butyl-cyclohexanecarbonyl)-amino]-phenyl ester). As a reaction SMILES: [OH:1][C:2]1[CH:7]=[CH:6][C:5]([NH:8][C:9]([C@H:11]2[CH2:16][CH2:15][C@H:14]([C:17]([CH3:20])([CH3:19])[CH3:18])[CH2:13][CH2:12]2)=[O:10])=[CH:4][CH:3]=1.[I-].C[N+]1C=CN([C:28](=[O:37])[N:29]([CH3:36])[C:30]2[CH:35]=[CH:34][CH:33]=[CH:32][CH:31]=2)C=1>>[C:17]([C@H:14]1[CH2:15][CH2:16][C@H:11]([C:9]([NH:8][C:5]2[CH:4]=[CH:3][C:2]([O:1][C:28](=[O:37])[N:29]([CH3:36])[C:30]3[CH:35]=[CH:34][CH:33]=[CH:32][CH:31]=3)=[CH:7][CH:6]=2)=[O:10])[CH2:12][CH2:13]1)([CH3:20])([CH3:19])[CH3:18] |f:1.2|. The reactants are FC1=C(C=CC=C1F)C=1C=NOC1C1=NNC2=NC=CC=C21 (3-(4-(2,3-difluorophenyl)isoxazol-5-yl)-1H-pyrazolo[3,4-b]pyridine), BrC=1C=CC(=NC1)F (5-bromo-2-fluoropyridine). Yields the product BrC=1C=C2C(=NC1)NN=C2C2=C(C=NO2)C2=C(C(=CC=C2)F)F (5-Bromo-3-(4-(2,3-difluorophenyl)isoxazol-5-yl)-1H-pyrazolo[3,4-b]pyridine). RXN SMILES: [F:1][C:2]1[C:7]([F:8])=[CH:6][CH:5]=[CH:4][C:3]=1[C:9]1[CH:10]=[N:11][O:12][C:13]=1[C:14]1[C:22]2[C:17](=[N:18][CH:19]=[CH:20][CH:21]=2)[NH:16][N:15]=1.[Br:23]C1C=CC(F)=NC=1>>[Br:23][C:20]1[CH:21]=[C:22]2[C:14]([C:13]3[O:12][N:11]=[CH:10][C:9]=3[C:3]3[CH:4]=[CH:5][CH:6]=[C:7]([F:8])[C:2]=3[F:1])=[N:15][NH:16][C:17]2=[N:18][CH:19]=1. Procedure: 5-Bromo-3-(4-(2,3-difluorophenyl)isoxazol-5-yl)-1H-pyrazolo[3,4-b]pyridine was prepared according to the method described for the preparation of 3-(4-(2,3-difluorophenyl)isoxazol-5-yl)-1H-pyrazolo[3,4-b]pyridine starting with 5-bromo-2-fluoropyridine. The reactants are [Br-], CCOC(C)OC(Cc1ccccc1)C1CCC(C#N)(N(C)C)CC1, COc1cccc([Mg+])c1, [Cl-], [NH4+], C1CCOC1, O. Yields the product CCOC(C)OC(Cc1ccccc1)C1CCC(c2cccc(OC)c2)(N(C)C)CC1. Reaction SMILES: [Br-:1].[CH3:11][N:12]([C:13]1([C:33]#[N:34])[CH2:14][CH2:15][CH:16]([CH:19]([CH2:20][c:21]2[cH:22][cH:23][cH:24][cH:25][cH:26]2)[O:27][CH:28]([CH3:29])[O:30][CH2:31][CH3:32])[CH2:17][CH2:18]1)[CH3:35].[CH3:2][O:3][c:4]1[cH:5][c:6]([Mg+:10])[cH:7][cH:8][cH:9]1.[Cl-:37].[NH4+:38].[O:39]1[CH2:40][CH2:41][CH2:42][CH2:43]1.[OH2:36]>>[CH3:2][O:3][c:4]1[cH:5][c:6]([C:13]2([N:12]([CH3:11])[CH3:35])[CH2:14][CH2:15][CH:16]([CH:19]([CH2:20][c:21]3[cH:22][cH:23][cH:24][cH:25][cH:26]3)[O:27][CH:28]([CH3:29])[O:30][CH2:31][CH3:32])[CH2:17][CH2:18]2)[cH:7][cH:8][cH:9]1.